describe an organic reaction: reactants, conditions, products, and yield From a dataset of the Open Reaction Database (ORD), a public repository of structured organic reaction records. Reactants: CCOCC, CC(C)Oc1ccc(C=O)cc1, [Cl-], CI, [Mg], [NH4+], O. Yields the product CC(C)Oc1ccc(C(C)O)cc1. As a reaction SMILES: [CH3:18][CH2:19][O:20][CH2:21][CH3:22].[CH:1]([CH3:2])([CH3:3])[O:4][c:5]1[cH:6][cH:7][c:8]([CH:9]=[O:10])[cH:11][cH:12]1.[Cl-:16].[I:14][CH3:15].[Mg:13].[NH4+:17].[OH2:23]>>[CH:1]([CH3:2])([CH3:3])[O:4][c:5]1[cH:6][cH:7][c:8]([CH:9]([OH:10])[CH3:15])[cH:11][cH:12]1. Reactants: C(CC)(=O)N.C[C@@H]1N(C2=CC=CC=C2[C@@H](C1)N(C(CC)=O)C1=CC=CC=C1)C(=O)C=1OC(=CC1)C1=CC=C(C=C1)[N+](=O)[O-] ((±)-Cis-N-{2-methyl-1-[5-(4-nitro-phenyl)-furan-2-carbonyl]-1,2,3,4-tetrahydro-quinolin-4-yl}-N-phenyl-propionamide propionamide), C(C)(=O)Cl (acetyl chloride), O1C(=CC=C1)C(=O)Cl (2-furoyl chloride), C(CC)(=O)Cl (propionyl chloride). Product: C[C@@H]1N(C2=CC=CC=C2[C@@H](C1)N(C(CC)=O)C1=CC=CC=C1)C(=O)C=1OC(=CC1)C1=CC=C(C=C1)[N+](=O)[O-] ((±)-Cis-N-{2-methyl-1-[5-(4-nitro-phenyl)-furan-2-carbonyl]-1,2,3,4-tetrahydro-quinolin-4-yl}-N-phenyl-propionamide). RXN SMILES: C(N)(=O)CC.[CH3:6][C@H:7]1[CH2:16][C@@H:15]([N:17]([C:22]2[CH:27]=[CH:26][CH:25]=[CH:24][CH:23]=2)[C:18](=[O:21])[CH2:19][CH3:20])[C:14]2[C:9](=[CH:10][CH:11]=[CH:12][CH:13]=2)[N:8]1[C:28]([C:30]1[O:31][C:32]([C:35]2[CH:40]=[CH:39][C:38]([N+:41]([O-:43])=[O:42])=[CH:37][CH:36]=2)=[CH:33][CH:34]=1)=[O:29].O1C=CC=C1C(Cl)=O.C(Cl)(=O)CC.C(Cl)(=O)C>>[CH3:6][C@H:7]1[CH2:16][C@@H:15]([N:17]([C:22]2[CH:27]=[CH:26][CH:25]=[CH:24][CH:23]=2)[C:18](=[O:21])[CH2:19][CH3:20])[C:14]2[C:9](=[CH:10][CH:11]=[CH:12][CH:13]=2)[N:8]1[C:28]([C:30]1[O:31][C:32]([C:35]2[CH:36]=[CH:37][C:38]([N+:41]([O-:43])=[O:42])=[CH:39][CH:40]=2)=[CH:33][CH:34]=1)=[O:29] |f:0.1|. Procedure details: (±)-Cis-N-{2-methyl-1-[5-(4-nitro-phenyl)-furan-2-carbonyl]-1,2,3,4-tetrahydro-quinolin-4-yl}-N-phenyl-propionamide propionamide was made following general procedure A, substituting 5-(4-nitro-phenyl)-furan-2-carbonyl chloride for 2-furoyl chloride and propionyl chloride for acetyl chloride. Procedure details: At a temperature of 30° to 50° C., 248 gm (1.35 mol) of sodium 5-methyl-furan-2-sulfonate were admixed in portions with 281 gm (1.35 mol) of phosphorus pentachloride and the mixture was stirred for 15 minutes at 50° C. The reaction mixture was then poured over ice and extracted with ether. The ether phase was washed until neutral, dried and evaporated. The residue (200 gm of 5-methyl-furan-2-sulfonic acid chloride) was dissolved in 500 ml of ether, and the solution was added dropwise to a soluti... Reaction conditions: temperature 50 celsius, time 15 minute. Starting materials: CC1=CC=C(O1)S(=O)(=O)[O-].[Na+] (sodium 5-methyl-furan-2-sulfonate), P(Cl)(Cl)(Cl)(Cl)Cl (phosphorus pentachloride), C(C)(C)(C)N (tert.-butylamine). Yield: 61.5%. Solvent: CCOCC (ether). RXN SMILES: [CH3:1][C:2]1[O:6][C:5]([S:7]([O-:10])(=[O:9])=O)=[CH:4][CH:3]=1.[Na+].P(Cl)(Cl)(Cl)(Cl)Cl.[C:18]([NH2:22])([CH3:21])([CH3:20])[CH3:19]>CCOCC>[C:18]([NH:22][S:7]([C:5]1[O:6][C:2]([CH3:1])=[CH:3][CH:4]=1)(=[O:9])=[O:10])([CH3:21])([CH3:20])[CH3:19] |f:0.1|. Product: C(C)(C)(C)NS(=O)(=O)C=1OC(=CC1)C (N-tert. butyl-5 -methyl-furan-2-sulfonamide). Reactants: CO, ClCCl, CC(C)(C)OC(=O)N1CCN(c2ccccc2-c2cc(C(N)=O)c(NC(N)=O)s2)CC1, O=C(O)C(F)(F)F. Product: NC(=O)Nc1sc(-c2ccccc2N2CCNCC2)cc1C(N)=O. As a reaction SMILES: [CH3:42][OH:43].[Cl:39][CH2:40][Cl:41].[NH2:1][C:2](=[O:3])[NH:4][c:5]1[s:6][c:7](-[c:13]2[c:14]([N:19]3[CH2:20][CH2:21][N:22]([C:25]([O:26][C:27]([CH3:28])([CH3:29])[CH3:30])=[O:31])[CH2:23][CH2:24]3)[cH:15][cH:16][cH:17][cH:18]2)[cH:8][c:9]1[C:10](=[O:11])[NH2:12].[OH:32][C:33]([C:34]([F:35])([F:36])[F:37])=[O:38]>>[NH2:1][C:2](=[O:3])[NH:4][c:5]1[s:6][c:7](-[c:13]2[c:14]([N:19]3[CH2:20][CH2:21][NH:22][CH2:23][CH2:24]3)[cH:15][cH:16][cH:17][cH:18]2)[cH:8][c:9]1[C:10](=[O:11])[NH2:12].